From a dataset of the Open Reaction Database (ORD), a public repository of structured organic reaction records. describe an organic reaction: reactants, conditions, products, and yield Reactants: C(C)(C)(C)C1=CC(=C(C=C1OCC)C=1N([C@@H]([C@@H](N1)C1=CC=C(C=C1)Cl)C1=CC=C(C=C1)Cl)C(=O)Cl)OCC ((4S,5R)-2-(4-tert-butyl-2,5-diethoxy-phenyl)-4,5-bis-(4-chloro-phenyl)-4,5-dihydro-imidazole-1-carbonyl chloride), CN(C(CN1CCNCC1)=O)C (N,N-dimethyl-2-piperazin-1-yl-acetamide). Yields the product Cl.C(C)(C)(C)C1=CC(=C(C=C1OCC)C=1N([C@@H]([C@@H](N1)C1=CC=C(C=C1)Cl)C1=CC=C(C=C1)Cl)C(=O)N1CCN(CC1)CC(=O)N(C)C)OCC (2-{4-[(4S,5R)-2-(4-tert-Butyl-2,5-diethoxy-phenyl)-4,5-bis-(4-chloro-phenyl)-4,5-dihydro-imidazole-1-carbonyl]-piperazin-1-yl}-N,N-dimethyl-acetamide hydrochloride). RXN SMILES: [C:1]([C:5]1[C:10]([O:11][CH2:12][CH3:13])=[CH:9][C:8]([C:14]2[N:15]([C:33](Cl)=[O:34])[C@H:16]([C:26]3[CH:31]=[CH:30][C:29]([Cl:32])=[CH:28][CH:27]=3)[C@H:17]([C:19]3[CH:24]=[CH:23][C:22]([Cl:25])=[CH:21][CH:20]=3)[N:18]=2)=[C:7]([O:36][CH2:37][CH3:38])[CH:6]=1)([CH3:4])([CH3:3])[CH3:2].[CH3:39][N:40]([CH3:50])[C:41](=[O:49])[CH2:42][N:43]1[CH2:48][CH2:47][NH:46][CH2:45][CH2:44]1>>[ClH:25].[C:1]([C:5]1[C:10]([O:11][CH2:12][CH3:13])=[CH:9][C:8]([C:14]2[N:15]([C:33]([N:46]3[CH2:45][CH2:44][N:43]([CH2:42][C:41]([N:40]([CH3:50])[CH3:39])=[O:49])[CH2:48][CH2:47]3)=[O:34])[C@H:16]([C:26]3[CH:27]=[CH:28][C:29]([Cl:32])=[CH:30][CH:31]=3)[C@H:17]([C:19]3[CH:24]=[CH:23][C:22]([Cl:25])=[CH:21][CH:20]=3)[N:18]=2)=[C:7]([O:36][CH2:37][CH3:38])[CH:6]=1)([CH3:3])([CH3:4])[CH3:2] |f:2.3|. Procedure: 2-{4-[(4S,5R)-2-(4-tert-Butyl-2,5-diethoxy-phenyl)-4,5-bis-(4-chloro-phenyl)-4,5-dihydro-imidazole-1-carbonyl]-piperazin-1-yl}-N,N-dimethyl-acetamide hydrochloride was prepared from (4S,5R)-2-(4-tert-butyl-2,5-diethoxy-phenyl)-4,5-bis-(4-chloro-phenyl)-4,5-dihydro-imidazole-1-carbonyl chloride (example 12f) and N,N-dimethyl-2-piperazin-1-yl-acetamide (Oakwood Products) in an analogous manner as described in example 25. LR-MS: 708.4 [(M+H)+] Starting materials: C(C)OCC (diethyl ether), NC1=C(C(=O)OC)C=C(N=C1C1=CC(=C(C=C1)OC)Cl)Br (Methyl 3-amino-6-bromo-2-(3-chloro-4-methoxyphenyl)isonicotinate), N(=O)[O-].[Na+] (sodium nitrite), [N-]=[N+]=[N-].[Na+] (sodium azide), ice. Solvent: FC(C(=O)O)(F)F (trifluoroacetic acid). Conditions: time 10 minute. Yields the product N(=[N+]=[N-])C1=C(C(=O)OC)C=C(N=C1C1=CC(=C(C=C1)OC)Cl)Br (methyl 3-azido-6-bromo-2-(3-chloro-4-methoxyphenyl)-isonicotinate). As a reaction SMILES: [NH2:1][C:2]1[C:11]([C:12]2[CH:17]=[CH:16][C:15]([O:18][CH3:19])=[C:14]([Cl:20])[CH:13]=2)=[N:10][C:9]([Br:21])=[CH:8][C:3]=1[C:4]([O:6][CH3:7])=[O:5].N([O-])=O.[Na+].[N-:26]=[N+:27]=[N-].[Na+].C(OCC)C>FC(F)(F)C(O)=O>[N:1]([C:2]1[C:11]([C:12]2[CH:17]=[CH:16][C:15]([O:18][CH3:19])=[C:14]([Cl:20])[CH:13]=2)=[N:10][C:9]([Br:21])=[CH:8][C:3]=1[C:4]([O:6][CH3:7])=[O:5])=[N+:26]=[N-:27] |f:1.2,3.4|. Procedure details: Methyl 3-amino-6-bromo-2-(3-chloro-4-methoxyphenyl)isonicotinate (181 mg, 0.487 mmol) was dissolved in trifluoroacetic acid (2.4 mL) and cooled in an ice bath. Solid sodium nitrite (67 mg, 0.97 mmol) was added with stirring to give a dark red mixture. After 10 minutes, solid sodium azide (317 mg, 4.87 mmol) was added followed by diethyl ether (2.4 mL). This was stirred in the ice bath for 10 minutes and then partitioned between EtOAc and sufficient saturated aqueous NaHCO3 solution (gas evolutio... The reactants are ClC1=C(N)C=CC(=C1)Cl (2,4-dichloroaniline), C(Cl)C1CO1 (epichlorohydrin), Cl (hydrochloric acid). Solvent: C(C)O (ethanol). Run at time 12 day. Yields the product ClCC(CNC1=C(C=C(C=C1)Cl)Cl)O (N-(3-chloro-2-hydroxypropyl)-2,4-dichloroaniline). The yield is 41.1%. Reaction SMILES: [Cl:1][C:2]1[CH:8]=[C:7]([Cl:9])[CH:6]=[CH:5][C:3]=1[NH2:4].[CH2:10]([CH:12]1[O:14][CH2:13]1)[Cl:11].Cl>C(O)C>[Cl:11][CH2:10][CH:12]([OH:14])[CH2:13][NH:4][C:3]1[CH:5]=[CH:6][C:7]([Cl:9])=[CH:8][C:2]=1[Cl:1]. Reported procedure: 324.0 Grams (2.0 mol) of 2,4-dichloroaniline, 400 ml absolute ethanol, 185.1 g (2.0 mol) of epichlorohydrin and 3 g of conc. hydrochloric acid are added together in this sequence with stirring and then allowed to stand for 12 days. The solution is thereafter concentrated in vacuum to a brown oily residue which is distilled in high vacuum. The main fraction, which boils between 130° C. and 153° C./0.01 Torr, is collected and redistilled, yielding 209 g of N-(3-chloro-2-hydroxypropyl)-2,4-dichloro... Starting materials: CO, CCCNCc1cc(Sc2cccc(NS(=O)(=O)c3ccccc3)c2)ccc1[N+](=O)[O-]. Product: CCCNCc1cc(Sc2cccc(NS(=O)(=O)c3ccccc3)c2)ccc1N. As a reaction SMILES: [CH3:32][OH:33].[N+:1]([O-:2])(=[O:3])[c:4]1[c:5]([CH2:27][NH:28][CH2:29][CH2:30][CH3:31])[cH:6][c:7]([S:10][c:11]2[cH:12][c:13]([NH:17][S:18](=[O:19])(=[O:20])[c:21]3[cH:22][cH:23][cH:24][cH:25][cH:26]3)[cH:14][cH:15][cH:16]2)[cH:8][cH:9]1>>[NH2:1][c:4]1[c:5]([CH2:27][NH:28][CH2:29][CH2:30][CH3:31])[cH:6][c:7]([S:10][c:11]2[cH:12][c:13]([NH:17][S:18](=[O:19])(=[O:20])[c:21]3[cH:22][cH:23][cH:24][cH:25][cH:26]3)[cH:14][cH:15][cH:16]2)[cH:8][cH:9]1. Starting materials: C(CCl)Cl (EDC), NCC1=C(CC(C(F)F)NC2=CC=C(C=C2)OC)C=CC(=C1)Cl (N-{1-[2-(aminomethyl)-4-chlorobenzyl]-2,2-difluoroethyl}-N-(4-methoxyphenyl)amine), C(=O)(OC(C)(C)C)N1[C@H](C(=O)O)CCC1 (N-Boc-L-proline), C1=CC2=C(N=C1)N(N=N2)O (HOAT). Reported procedure: EDC (0.402 g, 2.10 mmol) was added to a stirred mixture of N-{1-[2-(aminomethyl)-4-chlorobenzyl]-2,2-difluoroethyl}-N-(4-methoxyphenyl)amine (0.550 g, 1.61 mmol), N-Boc-L-proline (0.347 g, 1.61 mmol) and HOAT (0.286 g, 2.10 mmol) in DMF (2.8 mL). After 18 h the mixture was partitioned between EtOAc and water. The organic phase was washed with 1 M citric acid, saturated aqueous NaHCO3 and brine, dried (Na2SO4) and evaporated in vacuo to give N-(5-Chloro-2-{3,3-difluoro-2-[(4-methoxyphenyl)amino]p... Run in CN(C)C=O (DMF). Yields the product ClC=1C=CC(=C(CNC([C@H]2N(CCC2)C(=O)OC(C)(C)C)=O)C1)CC(C(F)F)NC1=CC=C(C=C1)OC (N-(5-Chloro-2-{3,3-difluoro-2-[(4-methoxyphenyl)amino]propyl}benzyl)-1-tert-butoxycarbonyl-L-prolinamide). Yield: 72.3%. RXN SMILES: C(Cl)CCl.[NH2:5][CH2:6][C:7]1[CH:26]=[C:25]([Cl:27])[CH:24]=[CH:23][C:8]=1[CH2:9][CH:10]([NH:14][C:15]1[CH:20]=[CH:19][C:18]([O:21][CH3:22])=[CH:17][CH:16]=1)[CH:11]([F:13])[F:12].[C:28]([N:35]1[CH2:42][CH2:41][CH2:40][C@H:36]1[C:37](O)=[O:38])([O:30][C:31]([CH3:34])([CH3:33])[CH3:32])=[O:29].C1C=NC2N(O)N=NC=2C=1>CN(C=O)C>[Cl:27][C:25]1[CH:24]=[CH:23][C:8]([CH2:9][CH:10]([NH:14][C:15]2[CH:20]=[CH:19][C:18]([O:21][CH3:22])=[CH:17][CH:16]=2)[CH:11]([F:13])[F:12])=[C:7]([CH:26]=1)[CH2:6][NH:5][C:37](=[O:38])[C@@H:36]1[CH2:40][CH2:41][CH2:42][N:35]1[C:28]([O:30][C:31]([CH3:33])([CH3:32])[CH3:34])=[O:29]. Reactants: C([C@@H](O)[C@@H](O)[C@H](O)[C@H](O)CO)O (D-mannitol), C(=C)C1=CC=C(C=C1)B([O-])[O-] (p-vinylphenylboronate), C(C)#N (acetonitrile), COC(C(=C)C)=O (methylmethacrylate), azoisobutyronitrile. Run in CO.O (methanol water). Yields the product C([C@@H](O)[C@@H](O)[C@H](O)[C@H](O)CO)O (mannitol), OC[C@H](O)[C@@H](O)[C@H](O)[C@H](O)CO (sorbitol), C([C@H]([C@@H]([C@@H]([C@H](CO)O)O)O)O)O (dulcitol). RXN SMILES: C(C1C=CC(B([O-])[O-])=CC=1)=C.C(#N)C.COC(=O)C(C)=C.[CH2:22]([OH:33])[C@H:23]([C@H:25]([C@@H:27]([C@@H:29]([CH2:31][OH:32])[OH:30])[OH:28])[OH:26])[OH:24]>CO.O>[CH2:31]([OH:32])[C@H:29]([C@H:27]([C@@H:25]([C@@H:23]([CH2:22][OH:33])[OH:24])[OH:26])[OH:28])[OH:30].[OH:32][CH2:31][C@@H:29]([C@H:27]([C@@H:25]([C@@H:23]([CH2:22][OH:33])[OH:24])[OH:26])[OH:28])[OH:30].[CH2:22]([OH:33])[C@@H:23]([OH:24])[C@H:25]([OH:26])[C@H:27]([OH:28])[C@@H:29]([OH:30])[CH2:31][OH:32] |f:4.5|. Procedure: 3,4; 5,6 -tri - 0 -(p-vinylphenylboronate), 12 ml acetonitrile, 4 ml methylmethacrylate 5.3 ml glycoldimethacrylate, and 75 mg azoisobutyronitrile (A I B N) are polymerized as described in example 1. The D-mannitol of the produced polymer is dissolved by treating the polymer in a column at 50° with a mixture of methanol/water 1:1. After eluting with 2 l of solvent during 24 hours more than 80 percent of D-mannitol are removed from the polymer. The polymer shows a good resolving power for the rac... The reactants are NC1=NNC=N1 (3-amino-1,2,4-triazole), C1(CCCC1)C(C(=O)OCC)C(C)=O (ethyl 2-cyclopentyl-3-oxobutanoate), C(CCC)N(CCCC)CCCC (tributylamine). The solvent is [OH-].[Na+] (NaOH). Conditions: temperature 180 celsius, time 30 minute. Yields the product CC1=NC=2N(C(=C1C1CCCC1)O)N=CN2 (5-methyl-6-cyclopentyl-7-hydroxy-[1,2,4]triazolo[1,5-a]pyrimidine). Isolated yield 52.3%. Reaction SMILES: [NH2:1][C:2]1[N:6]=[CH:5][NH:4][N:3]=1.[CH:7]1([CH:12]([C:18](=O)[CH3:19])[C:13](OCC)=[O:14])[CH2:11][CH2:10][CH2:9][CH2:8]1.C(N(CCCC)CCCC)CCC>[OH-].[Na+]>[CH3:19][C:18]1[C:12]([CH:7]2[CH2:11][CH2:10][CH2:9][CH2:8]2)=[C:13]([OH:14])[N:3]2[N:4]=[CH:5][N:6]=[C:2]2[N:1]=1 |f:3.4|. Procedure details: A mixture of 3-amino-1,2,4-triazole (14 g), ethyl 2-cyclopentyl-3-oxobutanoate (0.17 mol, Ex. 1) and tributylamine (50 ml) was heated at 180° C. for 6 hours. The reaction mixture was cooled to about 70° C., and aqueous NaOH solution (21 g in 200 ml of H2O) was then added and the solution was stirred for another 30 min. Following phase separation and extraction with diethyl ether, the aqueous phase was acidified with conc. HCl solution. The precipitate gave 19 g of the title compound.